This data is from the Open Reaction Database (ORD), a public repository of structured organic reaction records. The task is: describe an organic reaction: reactants, conditions, products, and yield Starting materials: ClC1=CC=C(C=C1)N1C(O[C@H]([C@@H]1C1=CC(=CC=C1)OC)CN1N=C(N=N1)C=1C=NC=CC1)=O ((4S,5S)-3-(4-chlorophenyl)-4-(3-methoxyphenyl)-5-((5-(pyridin-3-yl)-2H-tetrazol-2-yl)methyl)oxazolidin-2-one), B(Br)(Br)Br (Boron tribromide). Solvent: C(Cl)Cl (DCM). Run at temperature -78 celsius. Yields the product ClC1=CC=C(C=C1)N1C(O[C@H]([C@@H]1C1=CC(=CC=C1)O)CN1N=C(N=N1)C=1C=NC=CC1)=O ((4S,5S)-3-(4-chlorophenyl)-4-(3-hydroxyphenyl)-5-((5-(pyridin-3-yl)-2H-tetrazol-2-yl)methyl)oxazolidin-2-one). RXN SMILES: [Cl:1][C:2]1[CH:7]=[CH:6][C:5]([N:8]2[C@@H:12]([C:13]3[CH:18]=[CH:17][CH:16]=[C:15]([O:19]C)[CH:14]=3)[C@H:11]([CH2:21][N:22]3[N:26]=[N:25][C:24]([C:27]4[CH:28]=[N:29][CH:30]=[CH:31][CH:32]=4)=[N:23]3)[O:10][C:9]2=[O:33])=[CH:4][CH:3]=1.B(Br)(Br)Br>C(Cl)Cl>[Cl:1][C:2]1[CH:7]=[CH:6][C:5]([N:8]2[C@@H:12]([C:13]3[CH:18]=[CH:17][CH:16]=[C:15]([OH:19])[CH:14]=3)[C@H:11]([CH2:21][N:22]3[N:26]=[N:25][C:24]([C:27]4[CH:28]=[N:29][CH:30]=[CH:31][CH:32]=4)=[N:23]3)[O:10][C:9]2=[O:33])=[CH:4][CH:3]=1. Procedure details: To a 10 mL round bottom flask is charged with (4S,5S)-3-(4-chlorophenyl)-4-(3-methoxyphenyl)-5-((5-(pyridin-3-yl)-2H-tetrazol-2-yl)methyl)oxazolidin-2-one (264 mg, 0.57 mmol) and DCM (6 mL) and is cooled to −78° C. Boron tribromide (1M, 2.3 mL, 2.3 mmol) is then added dropwise, and after 30 min. the cooling bath is removed and the reaction is allowed to warm to room temperature. The reaction is quenched with water (5 mL), basified to pH 10 with 1N NaOH, and extracted with DCM. The combined organ... Reactants: CC1=CC=CC(=C1S)[N+](=O)[O-] (6-methyl-2-nitrobenzenethiol), [H-].[Na+] (sodium hydride), P(=O)(O)(O)[O-].[Na+] (sodium dihydrogenphosphate), ClC=1C(=NC=CN1)Cl (dichloropyrazine). Run in O1CCCC1 (tetrahydrofuran). Run at time 10 minute. Yields the product CC1=CC=CC(=C1SC1=NC=CN=C1Cl)[N+](=O)[O-] (2-(6-Methyl-2-nitrophenyl)thio-3-chloropyrazine). Yield: 35.3%. As a reaction SMILES: [CH3:1][C:2]1[C:7]([SH:8])=[C:6]([N+:9]([O-:11])=[O:10])[CH:5]=[CH:4][CH:3]=1.[H-].[Na+].Cl[C:15]1[C:16]([Cl:21])=[N:17][CH:18]=[CH:19][N:20]=1.P([O-])(O)(O)=O.[Na+]>O1CCCC1>[CH3:1][C:2]1[C:7]([S:8][C:15]2[C:16]([Cl:21])=[N:17][CH:18]=[CH:19][N:20]=2)=[C:6]([N+:9]([O-:11])=[O:10])[CH:5]=[CH:4][CH:3]=1 |f:1.2,4.5|. Procedure: To a solution of 1.254 g of 6-methyl-2-nitrobenzenethiol in tetrahydrofuran (10 ml) was added 0.326 g of sodium hydride under ice-cooling in a nitrogen atmosphere. After stirring for 10 minutes, 1.67 g of dichloropyrazine was added thereto and the resulting mixture was stirred at room temperature for 1 hour and heated under reflux for 1.5 hour. Then the reaction mixture was poured into a saturated aqueous solution of sodium dihydrogenphosphate and extracted with ethyl acetate. The organic layer ... The reactants are BrCc1ccccc1, [K+], [K+], O=C([O-])[O-], CN(C)C=O, OC1(c2cccc(C(F)(F)F)c2)CCNCC1. Yields the product OC1(c2cccc(C(F)(F)F)c2)CCN(Cc2ccccc2)CC1. RXN SMILES: [Br:24][CH2:25][c:26]1[cH:27][cH:28][cH:29][cH:30][cH:31]1.[K+:18].[K+:19].[O-:20][C:21]([O-:22])=[O:23].[O:32]=[CH:33][N:34]([CH3:35])[CH3:36].[OH:1][C:2]1([c:8]2[cH:9][c:10]([C:14]([F:15])([F:16])[F:17])[cH:11][cH:12][cH:13]2)[CH2:3][CH2:4][NH:5][CH2:6][CH2:7]1>>[OH:1][C:2]1([c:8]2[cH:9][c:10]([C:14]([F:15])([F:16])[F:17])[cH:11][cH:12][cH:13]2)[CH2:3][CH2:4][N:5]([CH2:25][c:26]2[cH:27][cH:28][cH:29][cH:30][cH:31]2)[CH2:6][CH2:7]1.